The task is: describe an organic reaction: reactants, conditions, products, and yield. This data is from the Open Reaction Database (ORD), a public repository of structured organic reaction records. Reactants: C1(=CC=CC=C1)P(C1=CC=CC=C1)C1=CC=CC=C1 (triphenylphosphine), COCOC1=C(CCl)C=CC=C1 (2-methoxymethoxybenzyl chloride). The solvent is C1(=CC=CC=C1)C (toluene). Yields the product [Cl-].COCOC1=C(C[P+](C2=CC=CC=C2)(C2=CC=CC=C2)C2=CC=CC=C2)C=CC=C1 (2-Methoxymethoxybenzyltriphenylphosphonium chloride). The yield is 59.0%. RXN SMILES: [C:1]1([P:7]([C:14]2[CH:19]=[CH:18][CH:17]=[CH:16][CH:15]=2)[C:8]2[CH:13]=[CH:12][CH:11]=[CH:10][CH:9]=2)[CH:6]=[CH:5][CH:4]=[CH:3][CH:2]=1.[CH3:20][O:21][CH2:22][O:23][C:24]1[CH:31]=[CH:30][CH:29]=[CH:28][C:25]=1[CH2:26][Cl:27]>C1(C)C=CC=CC=1>[Cl-:27].[CH3:20][O:21][CH2:22][O:23][C:24]1[CH:31]=[CH:30][CH:29]=[CH:28][C:25]=1[CH2:26][P+:7]([C:1]1[CH:2]=[CH:3][CH:4]=[CH:5][CH:6]=1)([C:8]1[CH:13]=[CH:12][CH:11]=[CH:10][CH:9]=1)[C:14]1[CH:15]=[CH:16][CH:17]=[CH:18][CH:19]=1 |f:3.4|. Procedure: 32 g of triphenylphosphine were added to a solution of 15.0 g of 2-methoxymethoxybenzyl chloride [prepared as described in step (a) above] in 150 ml of toluene, and the resulting mixture was heated under reflux for 14 hours. At the end of this time, the reaction mixture was cooled, and the resulting precipitates were collected by filtration, washed with toluene and dried in vacuo, to give 21.3 g (yield 59%) of the title compound as a colorless solid. The reactants are C(=CCCCCC)(O)O (Heptene diol), C(C)(C)(C)[Si](Cl)(C1=CC=CC=C1)C1=CC=CC=C1 (t-butyldiphenylchlorosilane), N1C=NC=C1 (imidazole). Run in CN(C=O)C (dimethylformamide). The product is [SiH3]OC(=CCCCCC)O (Siloxy heptenol). As a reaction SMILES: [C:1]([OH:9])([OH:8])=[CH:2][CH2:3][CH2:4][CH2:5][CH2:6][CH3:7].C([Si:14](C1C=CC=CC=1)(C1C=CC=CC=1)Cl)(C)(C)C.N1C=CN=C1>CN(C)C=O>[SiH3:14][O:8][C:1]([OH:9])=[CH:2][CH2:3][CH2:4][CH2:5][CH2:6][CH3:7]. Reported procedure: A solution of 6 g of the diol 5, 6.5 ml of t-butyldiphenylchlorosilane and 3.4 g of imidazole in 120 ml of dimethylformamide (DMF) was stirred at 0° C. for 2 hours. The mixture was then concentrated under vacuum and the residue was dissolved in 300 ml of 5 hexanes: 1 EtOAc. The solution was washed with 150 ml of water and then 150 ml of saturated aqueous sodium chloride solution (brine). The organic phase was dried over sodium sulfate and concentrated under vacuum to provide the title compound. The reactants are CC(C)(C)OC(=O)N1CCC2(CCNCC2)C1, Cc1ccccc1, Clc1ccc(I)cc1, CC(=O)[O-], CC(=O)[O-], [Pd+2], c1ccc(P(c2ccccc2)c2ccc3ccccc3c2-c2c(P(c3ccccc3)c3ccccc3)ccc3ccccc23)cc1. The product is CC(C)(C)OC(=O)N1CCC2(CCN(c3ccc(Cl)cc3)CC2)C1. Reaction SMILES: [CH2:1]1[N:2]([C:11](=[O:12])[O:13][C:14]([CH3:15])([CH3:16])[CH3:17])[CH2:3][CH2:4][C:5]12[CH2:6][CH2:7][NH:8][CH2:9][CH2:10]2.[CH3:72][c:73]1[cH:74][cH:75][cH:76][cH:77][cH:78]1.[Cl:18][c:19]1[cH:20][cH:21][c:22]([I:25])[cH:23][cH:24]1.[O-:80][C:81]([CH3:82])=[O:83].[O-:84][C:85]([CH3:86])=[O:87].[Pd+2:79].[cH:26]1[cH:27][cH:28][c:29]([P:30]([c:31]2[cH:32][cH:33][c:34]3[c:35]([cH:36][cH:37][cH:38][cH:39]3)[c:40]2-[c:41]2[c:42]3[c:43]([cH:44][cH:45][cH:46][cH:47]3)[cH:48][cH:49][c:50]2[P:51]([c:52]2[cH:53][cH:54][cH:55][cH:56][cH:57]2)[c:58]2[cH:59][cH:60][cH:61][cH:62][cH:63]2)[c:64]2[cH:65][cH:66][cH:67][cH:68][cH:69]2)[cH:70][cH:71]1>>[CH2:1]1[N:2]([C:11](=[O:12])[O:13][C:14]([CH3:15])([CH3:16])[CH3:17])[CH2:3][CH2:4][C:5]12[CH2:6][CH2:7][N:8]([c:22]1[cH:21][cH:20][c:19]([Cl:18])[cH:24][cH:23]1)[CH2:9][CH2:10]2. Product: CC(C)(C)c1cc(N)n(-c2ccc(O)cc2)n1. As a reaction SMILES: [Al+3:22].[C:1]([CH3:2])([CH3:3])([CH3:4])[c:5]1[cH:6][c:7]([NH2:18])[n:8](-[c:10]2[cH:11][cH:12][c:13]([O:16][CH3:17])[cH:14][cH:15]2)[n:9]1.[CH3:23][CH2:24][O:25][C:26](=[O:27])[CH3:28].[Cl-:19].[Cl-:20].[Cl-:21].[Cl:29][CH2:30][Cl:31]>>[C:1]([CH3:2])([CH3:3])([CH3:4])[c:5]1[cH:6][c:7]([NH2:18])[n:8](-[c:10]2[cH:11][cH:12][c:13]([OH:16])[cH:14][cH:15]2)[n:9]1. Starting materials: [Al+3], COc1ccc(-n2nc(C(C)(C)C)cc2N)cc1, CCOC(C)=O, [Cl-], [Cl-], [Cl-], ClCCl. Starting materials: C1CCOC1, C#CCCCCCCC, [Cu]I, Nc1ccc(I)cc1, [NH4+], [OH-], Cl[Pd]Cl, c1ccc(P(c2ccccc2)c2ccccc2)cc1, c1ccc(P(c2ccccc2)c2ccccc2)cc1. Product: CCCCCCCC#Cc1ccc(N)cc1. As a reaction SMILES: [CH2:63]1[O:64][CH2:65][CH2:66][CH2:67]1.[CH:9]#[C:10][CH2:11][CH2:12][CH2:13][CH2:14][CH2:15][CH2:16][CH3:17].[Cu:20][I:21].[I:1][c:2]1[cH:3][cH:4][c:5]([NH2:6])[cH:7][cH:8]1.[NH4+:19].[OH-:18].[Pd:22]([Cl:23])[Cl:24].[c:25]1([P:26]([c:27]2[cH:28][cH:29][cH:30][cH:31][cH:32]2)[c:33]2[cH:34][cH:35][cH:36][cH:37][cH:38]2)[cH:39][cH:40][cH:41][cH:42][cH:43]1.[c:44]1([P:45]([c:46]2[cH:47][cH:48][cH:49][cH:50][cH:51]2)[c:52]2[cH:53][cH:54][cH:55][cH:56][cH:57]2)[cH:58][cH:59][cH:60][cH:61][cH:62]1>>[c:2]1([C:9]#[C:10][CH2:11][CH2:12][CH2:13][CH2:14][CH2:15][CH2:16][CH3:17])[cH:3][cH:4][c:5]([NH2:6])[cH:7][cH:8]1. The reactants are [Li+].[OH-] (LiOH), C(C)(C)(C)OC(=O)N(CCCCC(=O)OCC)[C@@H]1CC2=CC[C@H]3[C@@H]4CC[C@H]([C@@H](CCCC(C)C)C)[C@]4(CC[C@@H]3[C@]2(CC1)C)C (Ethyl 5-{(tert-butoxycarbonyl)[(3β)-cholest-5-en-3-yl]amino}pentanoate), CO (MeOH), CC(C)CCC[C@@H](C)[C@H]1CC[C@H]2[C@@H]3CC=C4C[C@H](CC[C@]4(C)[C@H]3CC[C@]12C)NCCCNC(CCNC(CCNC(CCCCCNC1=CC=C(C=2C1=NON2)[N+](=O)[O-])=O)=O)=O (N-(3-{[3-({3-[(3β)-cholest-5-en-3-ylamino]propyl}amino)-3-oxopropyl]amino}-3-oxopropyl)-6-(7-nitrobenzofurazan-4-ylamino)hexanamide), C=1C=CC2=C(C1)N=NN2O (HOBt), C(CCl)Cl (EDC). Run in C1CCOC1 (THF), C(Cl)Cl (CH2Cl2), C(Cl)Cl (CH2Cl2). Run at temperature 23 celsius, time 4 hour. Yields the product CC(C)CCC[C@@H](C)[C@H]1CC[C@H]2[C@@H]3CC=C4C[C@H](CC[C@]4(C)[C@H]3CC[C@]12C)N(C(OC(C)(C)C)=O)CCCCC(NCCC(NCCC(=O)OCC)=O)=O (Ethyl 5-[(3β)-cholest-5-en-3-yl]-2,2-dimethyl-4,10,14-trioxo-3-oxa-5,11,15-triazaoctadecan-18-oate). Yield: 86.0%. RXN SMILES: [Li+].[OH-:2].[C:3]([O:7][C:8]([N:10]([C@H:20]1[CH2:44][CH2:43][C@@:42]2([CH3:45])[C:22](=[CH:23][CH2:24][C@@H:25]3[C@@H:41]2[CH2:40][CH2:39][C@@:38]2([CH3:46])[C@H:26]3[CH2:27][CH2:28][C@@H:29]2[C@H:30]([CH3:37])[CH2:31][CH2:32][CH2:33][CH:34]([CH3:36])[CH3:35])[CH2:21]1)[CH2:11][CH2:12][CH2:13][CH2:14]C(OCC)=O)=[O:9])([CH3:6])([CH3:5])[CH3:4].C1C=CC2N(O)N=NC=2C=1.[CH2:57](Cl)[CH2:58]Cl.CC(CCC[C@H]([C@@H]1[C@]2(C)[C@H]([C@H]3[C@H](CC2)[C@]2(C)C(C[C@@H](N[CH2:89][CH2:90][CH2:91][NH:92][C:93](=[O:122])[CH2:94][CH2:95][NH:96][C:97](=[O:121])CCNC(=O)CCCCCNC4C5=NON=C5C([N+]([O-])=O)=CC=4)CC2)=CC3)CC1)C)C.C[OH:124]>C1COCC1.C(Cl)Cl>[CH3:35][CH:34]([CH2:33][CH2:32][CH2:31][C@H:30]([C@@H:29]1[C@:38]2([CH3:46])[C@H:26]([C@H:25]3[C@H:41]([CH2:40][CH2:39]2)[C@:42]2([CH3:45])[C:22]([CH2:21][C@@H:20]([N:10]([CH2:11][CH2:12][CH2:13][CH2:14][C:97](=[O:121])[NH:96][CH2:95][CH2:94][C:93](=[O:122])[NH:92][CH2:91][CH2:90][C:89]([O:124][CH2:57][CH3:58])=[O:2])[C:8](=[O:9])[O:7][C:3]([CH3:6])([CH3:5])[CH3:4])[CH2:44][CH2:43]2)=[CH:23][CH2:24]3)[CH2:27][CH2:28]1)[CH3:37])[CH3:36] |f:0.1|. Procedure details: Aqueous LiOH (10 mL, 0.5 M) was added dropwise to a solution of 3 (315 mg, 0.51 mmol) in a mixture of MeOH (15 mL) and THF (10 mL). The solution was stirred for 4 h at 23° C. and the organic solvents were removed in vacuo. The remaining aqueous solution was acidified with aqueous HCl (10%) and the resulting carboxylic acid precipitated as a white solid. This solid was collected by vacuum filtration, washed with cold water, and dried in vacuo. The dried solid was dissolved in anhydrous CH2Cl2 (20...